describe an organic reaction: reactants, conditions, products, and yield From a dataset of the Open Reaction Database (ORD), a public repository of structured organic reaction records. The reactants are COCCOC, Clc1ncccn1, [H-], [Na+], C1CCOC1, O, C#CCCO. Yields the product C#CCCOc1ncccn1. Reaction SMILES: [CH3:15][O:16][CH2:17][CH2:18][O:19][CH3:20].[Cl:8][c:9]1[n:10][cH:11][cH:12][cH:13][n:14]1.[H-:6].[Na+:7].[O:21]1[CH2:22][CH2:23][CH2:24][CH2:25]1.[OH2:26].[OH:1][CH2:2][CH2:3][C:4]#[CH:5]>>[O:1]([CH2:2][CH2:3][C:4]#[CH:5])[c:9]1[n:10][cH:11][cH:12][cH:13][n:14]1.